Dataset: the Open Reaction Database (ORD), a public repository of structured organic reaction records. Task: describe an organic reaction: reactants, conditions, products, and yield Starting materials: ( 8 ), n-tetrabutylammonium bromide, O.C1=CC=CC=C1.CC(=O)C (water benzene acetone), O.O.C1(=CC=C(C=C1)S(=O)[O-])C.[Na+] (sodium p-toluensulfinate dihydrate), ClCC(C)=O (chloroacetone). Run in C(C)(=O)OCC.CCCCCCC (ethyl acetate n-heptane). Yields the product C1(=CC=C(C=C1)S(=O)(=O)CC(C)=O)C (1-(Toluene-4-sulfonyl)-propan-2-one). The yield is 94.2%. RXN SMILES: O.O.[C:3]1([CH3:12])[CH:8]=[CH:7][C:6]([S:9]([O-:11])=[O:10])=[CH:5][CH:4]=1.[Na+].Cl[CH2:15][C:16](=[O:18])[CH3:17].O.C1C=CC=CC=1.CC(C)=O>C(OCC)(=O)C.CCCCCCC>[C:3]1([CH3:12])[CH:8]=[CH:7][C:6]([S:9]([CH2:15][C:16](=[O:18])[CH3:17])(=[O:11])=[O:10])=[CH:5][CH:4]=1 |f:0.1.2.3,5.6.7,8.9|. Reported procedure: Was prepared according to Crandall et al. J. Org. Chem. 1985, (8) 50, 1327-1329 from sodium p-toluensulfinate dihydrate (4.2 g, 18 mmol), chloroacetone (1.0 mL, 12 mmol), n-tetrabutylammonium bromide (0.30 g) and water-benzene-acetone 4:3:3 (10 mL). Work-up and chromatography on silica of the crude using ethyl acetate/n-heptane (1:3 through 1:2) as eluent gave 2.4 g (95%) of the title product as an oil which crystallised on standing in the fridge. Reactants: II (iodine), [I-].[K+] (potassium iodide), ClC(F)F (chlorodifluoromethane), [SH-].[K+] (potassium hydrosulfide), [OH-].[K+] (KOH), [OH-].[K+] (KOH), C(C#C)OC1=NSC(=C1C#N)S(=O)(=O)C (3-(2-propynyloxy)-4-cyano-5-methylsulfonylisothiazole). Solvent: CN(C)C=O (DMF), O (Water), O (water), O (Water), O1CCOCC1 (dioxane). Conditions: time 10 minute. The product is IC#CCOC1=NSC(=C1C#N)SC(F)F (3-(3-iodo-2-propynyloxy)-4-cyano-5-difluoromethylthioisothiazole). Isolated yield 80.0%. RXN SMILES: [CH2:1]([O:4][C:5]1[C:9]([C:10]#[N:11])=[C:8]([S:12](C)(=O)=O)[S:7][N:6]=1)[C:2]#[CH:3].[SH-].[K+].[OH-].[K+].Cl[CH:21]([F:23])[F:22].[I:24]I.[I-].[K+]>O1CCOCC1.O.CN(C=O)C>[I:24][C:3]#[C:2][CH2:1][O:4][C:5]1[C:9]([C:10]#[N:11])=[C:8]([S:12][CH:21]([F:23])[F:22])[S:7][N:6]=1 |f:1.2,3.4,7.8|. Reported procedure: 2.4 Grams of 3-(2-propynyloxy)-4-cyano-5-methylsulfonylisothiazole was dissolved in 50 ml of dioxane, a solution of 2 g of potassium hydrosulfide in 5 ml of water was added thereto, and then the reaction solution was stirred for 10 minutes. Thereafter, 20 g of 30% KOH was added, and chlorodifluoromethane was blown into the reaction solution for 30 minutes at room temperature with stirring. Water was added to the reaction solution, which was then extracted with ethyl acetate. The extract was wash...